This data is from the Open Reaction Database (ORD), a public repository of structured organic reaction records. The task is: describe an organic reaction: reactants, conditions, products, and yield Starting materials: O=C([O-])[O-], CN(C)C=O, N#CCCl, [K+], [K+], COc1cccc(C(=O)O)c1O. Product: COc1cccc(C(=O)O)c1OCCC#N. Reaction SMILES: [C:13](=[O:14])([O-:15])[O-:16].[CH3:23][N:24]([CH3:25])[CH:26]=[O:27].[Cl:19][CH2:20][C:21]#[N:22].[K+:17].[K+:18].[OH:1][c:2]1[c:3]([C:4](=[O:5])[OH:6])[cH:7][cH:8][cH:9][c:10]1[O:11][CH3:12]>>[O:1]([c:2]1[c:3]([C:4](=[O:5])[OH:6])[cH:7][cH:8][cH:9][c:10]1[O:11][CH3:12])[CH2:13][CH2:20][C:21]#[N:22]. Reactants: ClC1=CC=C(C=C1)C1=CC=C(C=C1)/C=C/C(=O)O ((E)-3-(4′-chloro-biphenyl-4-yl)-acrylic acid), CN(CCC1=CC=C(C=C1)N)C (4-(2-dimethylamino-ethyl)-phenylamine). Product: ClC1=CC=C(C=C1)C1=CC=C(C=C1)/C=C/C(=O)NC1=CC=C(C=C1)CCN(C)C ((E)-3-(4′-chloro-biphenyl-4-yl)-N-[4-(2-dimethylamino-ethyl )-phenyl]-acrylamide). As a reaction SMILES: [Cl:1][C:2]1[CH:7]=[CH:6][C:5]([C:8]2[CH:13]=[CH:12][C:11](/[CH:14]=[CH:15]/[C:16]([OH:18])=O)=[CH:10][CH:9]=2)=[CH:4][CH:3]=1.[CH3:19][N:20]([CH3:30])[CH2:21][CH2:22][C:23]1[CH:28]=[CH:27][C:26]([NH2:29])=[CH:25][CH:24]=1>>[Cl:1][C:2]1[CH:3]=[CH:4][C:5]([C:8]2[CH:9]=[CH:10][C:11](/[CH:14]=[CH:15]/[C:16]([NH:29][C:26]3[CH:25]=[CH:24][C:23]([CH2:22][CH2:21][N:20]([CH3:19])[CH3:30])=[CH:28][CH:27]=3)=[O:18])=[CH:12][CH:13]=2)=[CH:6][CH:7]=1. Reported procedure: Prepared analogously to Example 172 starting from (E)-3-(4′-chloro-biphenyl-4-yl)-acrylic acid and 4-(2-dimethylamino-ethyl)-phenylamine. Starting materials: BrC1=CC=C(C=C1)C(CC(=O)C=1C=CC(N(C1)C)=O)CC(C)C (5-[3-(4-bromo-phenyl)-5-methyl-hexanoyl]-1-methyl-1H-pyridin-2-one), Cl.NO (hydroxylamine hydrochloride), C(=O)(O)[O-].[Na+] (NaHCO3). The product is BrC1=CC=C(C=C1)C(C\C(=N/O)\C=1C=CC(N(C1)C)=O)CC(C)C (5-{3-(4-Bromo-phenyl)-1-[(E)-hydroxyimino]-5-methyl-hexyl}-1-methyl-1H-pyridin-2-one). Reaction SMILES: [Br:1][C:2]1[CH:7]=[CH:6][C:5]([CH:8]([CH2:20][CH:21]([CH3:23])[CH3:22])[CH2:9][C:10]([C:12]2[CH:13]=[CH:14][C:15](=[O:19])[N:16]([CH3:18])[CH:17]=2)=O)=[CH:4][CH:3]=1.Cl.[NH2:25][OH:26].C([O-])(O)=O.[Na+]>>[Br:1][C:2]1[CH:7]=[CH:6][C:5]([CH:8]([CH2:20][CH:21]([CH3:23])[CH3:22])[CH2:9]/[C:10](/[C:12]2[CH:13]=[CH:14][C:15](=[O:19])[N:16]([CH3:18])[CH:17]=2)=[N:25]\[OH:26])=[CH:4][CH:3]=1 |f:1.2,3.4|. Procedure details: In analogy to example 151, step 3, 5-[3-(4-bromo-phenyl)-5-methyl-hexanoyl]-1-methyl-1H-pyridin-2-one was reacted with hydroxylamine hydrochloride in the presence of NaHCO3 to give the title compound as a colorless solid, MS (ESI+): m/z=391.1 [M+H]+. As a reaction SMILES: C([O:3][C:4]([C:6]1[C:7]2[N:8]=[CH:9][CH:10]=[N:11][C:12]=2[C:13]([C:16]2[C:21]([F:22])=[C:20]([O:23][CH3:24])[CH:19]=[C:18]([O:25][CH3:26])[C:17]=2[Cl:27])=[CH:14][CH:15]=1)=O)C.[NH2:28][C:29]1[N:34]=[CH:33][C:32]([CH2:35][N:36]([CH3:42])[CH2:37][CH2:38][N:39]([CH3:41])[CH3:40])=[CH:31][CH:30]=1.C[Al](C)C.C([O-])(O)=O.[Na+]>C(Cl)Cl.CO.C(Cl)Cl>[CH3:40][N:39]([CH3:41])[CH2:38][CH2:37][N:36]([CH2:35][C:32]1[CH:31]=[CH:30][C:29]([NH:28][C:4]([C:6]2[C:7]3[N:8]=[CH:9][CH:10]=[N:11][C:12]=3[C:13]([C:16]3[C:21]([F:22])=[C:20]([O:23][CH3:24])[CH:19]=[C:18]([O:25][CH3:26])[C:17]=3[Cl:27])=[CH:14][CH:15]=2)=[O:3])=[N:34][CH:33]=1)[CH3:42] |f:3.4,5.6|. The product is CN(CCN(C)CC=1C=CC(=NC1)NC(=O)C=1C=2N=CC=NC2C(=CC1)C1=C(C(=CC(=C1F)OC)OC)Cl)C (8-(2-Chloro-6-fluoro-3,5-dimethoxy-phenyl)-quinoxaline-5-carboxylic acid (5-{[(2-dimethylamino-ethyl)-methyl-amino]-methyl}-pyridin-2-yl)-amide). Starting materials: C(=O)(O)[O-].[Na+] (NaHCO3), C(C)OC(=O)C=1C=2N=CC=NC2C(=CC1)C1=C(C(=CC(=C1F)OC)OC)Cl (8-(2-chloro-6-fluoro-3,5-dimethoxy-phenyl)-quinoxaline-5-carboxylic acid ethyl ester), NC1=CC=C(C=N1)CN(CCN(C)C)C (N-(6-amino-pyridin-3-ylmethyl)-N,N′,N′-trimethyl-ethane-1,2-diamine), C[Al](C)C (trimethyl aluminum). Conditions: temperature 80 celsius, time 5 hour. The solvent is C(Cl)Cl (DCM), C(Cl)Cl.CO (DCM MeOH). Procedure details: The title compound was prepared in analogy to the procedure described in Example 115 but using 8-(2-chloro-6-fluoro-3,5-dimethoxy-phenyl)-quinoxaline-5-carboxylic acid ethyl ester (Step 144.1), N-(6-amino-pyridin-3-ylmethyl)-N,N′,N′-trimethyl-ethane-1,2-diamine (prepared as described in Example 26 but using N,N,N′-trimethyl-ethane-1,2-diamine in Step 26.2 and purified by column chromatography), 2 equiv of trimethyl aluminum, stirring the reaction mixture for 5 h at 80° C., pouring it onto a satu... As a reaction SMILES: [C:1]1([CH:7]=[CH:8][CH2:9][OH:10])[CH:6]=[CH:5][CH:4]=[CH:3][CH:2]=1.COC1C=C(C=CC=1OC)C=O.ON1C2C=CC=CC=2N=N1.CCN1C2C=CC(S([O-])(=O)=O)=CC=2S/C/1=N\N=C1/SC2C=C(S([O-])(=O)=O)C=CC=2N/1CC.[NH4+].[NH4+]>C(O)C>[C:1]1([CH:7]=[CH:8][CH:9]=[O:10])[CH:6]=[CH:5][CH:4]=[CH:3][CH:2]=1 |f:3.4.5|. Reaction conditions: time 10 minute. Run in C(C)O (ethanol). Procedure details: 213 mg (1.59 mmol) of 3-phenyl-2-propen-1-ol in 1.1 ml of ethanol were treated at 45° C. with stirring into 22 ml of buffer solution (see Example 1) with 24.3 mg (0.180 mmol) of 1-hydroxy-1H-benzotriazole. After approx. 10 minutes, 5 ml of an aqueous solution of 2 mg/ml laccase from Trametes versicolor (specific activity approx. 18 IU/mg, defined with ABTS as the substrate) were added. After 3 hours in contact with the air, 48% of 3-phenyl-2-propenal were formed (GC analysis), and a further 24.3... Reactants: aqueous solution, C1(=CC=CC=C1)C=CCO (3-phenyl-2-propen-1-ol), COC=1C=C(C=O)C=CC1OC (3,4-dimethoxybenzaldehyde), ON1N=NC2=C1C=CC=C2 (1-hydroxy-1H-benzotriazole), CCN1/C(=N/N=C/2\SC3=C(N2CC)C=CC(=C3)S(=O)(=O)[O-])/SC4=C1C=CC(=C4)S(=O)(=O)[O-].[NH4+].[NH4+] (ABTS). The product is C1(=CC=CC=C1)C=CC=O (3-phenyl-2-propenal). Yield: 48.0%. Reactants: C(C1=CC=CC=C1)OC1=CC=C(C2=C1NC(CO2)=O)C(C(O)O)=O (5-benzyloxy-8-(2,2-dihydroxy-acetyl)-4H-benzo[1,4]oxazin-3-one), Cl.NC(CCN1C(OC(C2=C1C=CC=C2)(CCC)CCC)=O)(C)C (1-(3-amino-3-methyl-butyl)-4,4-dipropyl-1,4-dihydro-benzo[d][1,3]oxazin-2-one hydrochloride), crude product. Solvent: CCOC(=O)C (EtOAc). Yields the product C(C1=CC=CC=C1)OC1=CC=C(C2=C1NC(CO2)=O)C(CNC(CCN2C(OC(C1=C2C=CC=C1)(CCC)CCC)=O)(C)C)O (1-{3-[2-(5-benzyloxy-3-oxo-3,4-dihydro-2H-benzo[1,4]oxazin-8-yl)-2-hydroxy-ethylamino]-3-methyl-butyl}-4,4-dipropyl-1,4-dihydro-benzo[d][1,3]oxazin-2-one). RXN SMILES: [CH2:1]([O:8][C:9]1[C:14]2[NH:15][C:16](=[O:19])[CH2:17][O:18][C:13]=2[C:12]([C:20](=[O:24])[CH:21](O)O)=[CH:11][CH:10]=1)[C:2]1[CH:7]=[CH:6][CH:5]=[CH:4][CH:3]=1.Cl.[NH2:26][C:27]([CH3:48])([CH3:47])[CH2:28][CH2:29][N:30]1[C:35]2[CH:36]=[CH:37][CH:38]=[CH:39][C:34]=2[C:33]([CH2:43][CH2:44][CH3:45])([CH2:40][CH2:41][CH3:42])[O:32][C:31]1=[O:46]>CCOC(C)=O>[CH2:1]([O:8][C:9]1[C:14]2[NH:15][C:16](=[O:19])[CH2:17][O:18][C:13]=2[C:12]([CH:20]([OH:24])[CH2:21][NH:26][C:27]([CH3:47])([CH3:48])[CH2:28][CH2:29][N:30]2[C:35]3[CH:36]=[CH:37][CH:38]=[CH:39][C:34]=3[C:33]([CH2:43][CH2:44][CH3:45])([CH2:40][CH2:41][CH3:42])[O:32][C:31]2=[O:46])=[CH:11][CH:10]=1)[C:2]1[CH:3]=[CH:4][CH:5]=[CH:6][CH:7]=1 |f:1.2|. Procedure: The product is prepared analogously to Example 12a starting from 5-benzyloxy-8-(2,2-dihydroxy-acetyl)-4H-benzo[1,4]oxazin-3-one and 1-(3-amino-3-methyl-butyl)-4,4-dipropyl-1,4-dihydro-benzo[d][1,3]oxazin-2-one hydrochloride. The crude product is dissolved in EtOAc, washed with 5% aqueous NaOH solution and purified by column chromatography (silica gel, dichloromethane/MeOH 98:2→90:10). Starting materials: ClC1=C2C(=NN=C1C1=CC=CC=C1)NN=C2C2=CC(=CC=C2)F (4-chloro-3-(3-fluorophenyl)-5-phenyl-1H-pyrazolo[3,4-c]pyridazine), CN1CCN(CC1)CCO (2-(4-methylpiperazin-1-yl)ethanol), N(=NC(=O)OCC)C(=O)OCC (diethyl azodicarboxylate), C1(=CC=CC=C1)P(C1=CC=CC=C1)C1=CC=CC=C1 (triphenyl phosphine). The solvent is O1CCOCC1 (1,4-dioxane). Product: ClC1=C2C(=NN=C1C1=CC=CC=C1)N(N=C2C2=CC(=CC=C2)F)CCN2CCN(CC2)C (4-chloro-3-(3-fluorophenyl)-1-[2-(4-methylpiperazin-1-yl)ethyl]-5-phenyl-pyrazolo[3,4-c]pyridazine). RXN SMILES: [Cl:1][C:2]1[C:7]([C:8]2[CH:13]=[CH:12][CH:11]=[CH:10][CH:9]=2)=[N:6][N:5]=[C:4]2[NH:14][N:15]=[C:16]([C:17]3[CH:22]=[CH:21][CH:20]=[C:19]([F:23])[CH:18]=3)[C:3]=12.[CH3:24][N:25]1[CH2:30][CH2:29][N:28]([CH2:31][CH2:32]O)[CH2:27][CH2:26]1.N(C(OCC)=O)=NC(OCC)=O.C1(P(C2C=CC=CC=2)C2C=CC=CC=2)C=CC=CC=1>O1CCOCC1>[Cl:1][C:2]1[C:7]([C:8]2[CH:13]=[CH:12][CH:11]=[CH:10][CH:9]=2)=[N:6][N:5]=[C:4]2[N:14]([CH2:32][CH2:31][N:28]3[CH2:29][CH2:30][N:25]([CH3:24])[CH2:26][CH2:27]3)[N:15]=[C:16]([C:17]3[CH:22]=[CH:21][CH:20]=[C:19]([F:23])[CH:18]=3)[C:3]=12. Procedure details: A mixture of 4-chloro-3-(3-fluorophenyl)-5-phenyl-1H-pyrazolo[3,4-c]pyridazine (0.33 mmol), 2-(4-methylpiperazin-1-yl)ethanol (0.65 mmol), diethyl azodicarboxylate (114 mg, 0.65 mmol) and triphenyl phosphine (171 mg, 0.65 mmol) in 1,4-dioxane (2 mL) was heated using microwave irradiation to a temperature between 85 and 120° C. for a 30 to 90 min period. The reaction mixture was concentrated in vacuo and the residue was purified by preparative HPLC to provide Compound 8.